This data is from the Open Reaction Database (ORD), a public repository of structured organic reaction records. The task is: describe an organic reaction: reactants, conditions, products, and yield Run in C1CCOC1 (THF), C1(=CC=CC=C1)C (toluene), C1(=CC=CC=C1)C (toluene). Procedure: To a milky suspension of 5-chloro-3-fluoro-pyridine-2-carboxylic acid prepared in analogy of example 1b) (670 mg, 3.11 mmol, Eq: 1.00) in toluene (6 ml) at 25° C. was added DMF (11.4 mg, 12.0 μl, 155 μmol, Eq: 0.05). The mixture was cooled down to 0° C., then a solution of oxalyl chloride (434 mg, 299 μl, 3.42 mmol, Eq: 1.10) in toluene (2.00 ml) was dropped in within 10 min. The reaction mixture was stirred at 0° C. for 30 min, then without cooling for 3 h. At 0° C., (1S,4S)-2-oxa-5-aza-bicyclo... Reaction conditions: temperature 0 celsius, time 30 minute. The reagents and catalysts are CN(C)C=O (DMF). Reactants: ClC=1C=C(C(=NC1)C(=O)O)F (5-chloro-3-fluoro-pyridine-2-carboxylic acid), TEA, CS(=O)(=O)O.[C@@H]12OC([C@@H](NC1)C2)=O ((1S,4S)-2-oxa-5-aza-bicyclo[2.2.1]heptan-3-one methanesulfonate), C(C(=O)Cl)(=O)Cl (oxalyl chloride), C(CC(O)(C(=O)O)CC(=O)O)(=O)O (citric acid). As a reaction SMILES: [Cl:1][C:2]1[CH:3]=[C:4]([F:11])[C:5]([C:8](O)=O)=[N:6][CH:7]=1.[C:12](Cl)(=[O:16])C(Cl)=O.CS(O)(=O)=O.[C@H:23]12[CH2:29][C@H:26]([NH:27][CH2:28]1)[C:25](=[O:30])[O:24]2.[C:31](O)(=O)[CH2:32]C(CC(O)=O)(C(O)=O)O>C1(C)C=CC=CC=1.CN(C=O)C.C1COCC1>[Cl:1][C:2]1[CH:3]=[C:4]([F:11])[C:5]([C:8]2([C:12]([N:27]3[CH2:28][C@@H:23]4[CH2:29][C@H:26]3[C:25](=[O:30])[O:24]4)=[O:16])[CH2:32][CH2:31]2)=[N:6][CH:7]=1 |f:2.3|. Yields the product ClC=1C=C(C(=NC1)C1(CC1)C(=O)N1[C@@H]2C(O[C@H](C1)C2)=O)F ((1S,4S)-5-[1-(5-Chloro-3-fluoro-pyridin-2-yl)-cyclopropanecarbonyl]-2-oxa-5-aza-bicyclo[2.2.1]heptan-3-one). Isolated yield 88.0%.